This data is from the Open Reaction Database (ORD), a public repository of structured organic reaction records. The task is: describe an organic reaction: reactants, conditions, products, and yield Starting materials: CCO, COC(=O)c1ccc(O)cc1, ClCCBr, [Na]. The product is COC(=O)c1ccc(OCCCl)cc1. RXN SMILES: [CH3:17][CH2:18][OH:19].[CH3:2][O:3][C:4]([c:5]1[cH:6][cH:7][c:8]([OH:11])[cH:9][cH:10]1)=[O:12].[Cl:13][CH2:14][CH2:15][Br:16].[Na:1]>>[CH3:2][O:3][C:4]([c:5]1[cH:6][cH:7][c:8]([O:11][CH2:15][CH2:14][Cl:13])[cH:9][cH:10]1)=[O:12].